From a dataset of the Open Reaction Database (ORD), a public repository of structured organic reaction records. describe an organic reaction: reactants, conditions, products, and yield Starting materials: COC(C1=CC=C(C=C1)C(CCCC(F)(F)F)SC1=CC(=C(C(=C1)C)Br)C)=O (Racemic 4-[1-(4-bromo-3,5-dimethyl-phenylsulfanyl)-5,5,5-trifluoro-pentyl]-benzoic acid methyl ester), Cl (hydrochloric acid). Run in C(C)OCC (diethyl ether), O (water), O1CCCC1 (tetrahydrofuran), [OH-].[Na+] (sodium hydroxide). Product: BrC1=C(C=C(C=C1C)SC(CCCC(F)(F)F)C1=CC=C(C(=O)O)C=C1)C (Racemic 4-[1-(4-Bromo-3,5-dimethyl-phenylsulfanyl)-5,5,5-trifluoro-pentyl]-benzoic acid). The yield is 92.8%. Reaction SMILES: C[O:2][C:3](=[O:28])[C:4]1[CH:9]=[CH:8][C:7]([CH:10]([S:18][C:19]2[CH:24]=[C:23]([CH3:25])[C:22]([Br:26])=[C:21]([CH3:27])[CH:20]=2)[CH2:11][CH2:12][CH2:13][C:14]([F:17])([F:16])[F:15])=[CH:6][CH:5]=1.Cl>O1CCCC1.[OH-].[Na+].C(OCC)C.O>[Br:26][C:22]1[C:23]([CH3:25])=[CH:24][C:19]([S:18][CH:10]([C:7]2[CH:6]=[CH:5][C:4]([C:3]([OH:28])=[O:2])=[CH:9][CH:8]=2)[CH2:11][CH2:12][CH2:13][C:14]([F:16])([F:17])[F:15])=[CH:20][C:21]=1[CH3:27] |f:3.4|. Procedure details: Racemic 4-[1-(4-bromo-3,5-dimethyl-phenylsulfanyl)-5,5,5-trifluoro-pentyl]-benzoic acid methyl ester (0.424 g, 0.890 mmol) is dissolved in the tetrahydrofuran (2.5 mL) and sodium hydroxide (2.5 mL, 5N) is added. The reaction is monitored by HPLC, and upon complete conversion, the reaction is neutralized with hydrochloric acid (2.5 mL, 5N) and diluted with diethyl ether and water. The two phases are separated, and the organic layer is washed, dried, and concentrated. The title compound (0.380 g, ... The reactants are [N+](=O)(O)[O-] (Nitric acid), C(C)(C)OCC(CN1C=NC=C1)SC1=C(C(=C(C(=C1Cl)Cl)Cl)Cl)Cl (1-[3'-isopropoxy-2'-(pentachlorophenylthio)propyl]imidazole). Product: [N+](=O)(O)[O-].C(C)(C)OCC(CN1C=NC=C1)SC1=C(C(=C(C(=C1Cl)Cl)Cl)Cl)Cl (1-[3'-isopropoxy-2'-(pentachlorophenylthio)propyl]imidazole nitrate). As a reaction SMILES: [N+:1]([O-:4])([OH:3])=[O:2].[CH:5]([O:8][CH2:9][CH:10]([S:17][C:18]1[C:23]([Cl:24])=[C:22]([Cl:25])[C:21]([Cl:26])=[C:20]([Cl:27])[C:19]=1[Cl:28])[CH2:11][N:12]1[CH:16]=[CH:15][N:14]=[CH:13]1)([CH3:7])[CH3:6]>>[N+:1]([O-:4])([OH:3])=[O:2].[CH:5]([O:8][CH2:9][CH:10]([S:17][C:18]1[C:19]([Cl:28])=[C:20]([Cl:27])[C:21]([Cl:26])=[C:22]([Cl:25])[C:23]=1[Cl:24])[CH2:11][N:12]1[CH:16]=[CH:15][N:14]=[CH:13]1)([CH3:7])[CH3:6] |f:2.3|. Procedure details: Nitric acid (70%; d = 1.42) is added dropwise to a stirred solution of 2.0 g. of 1-[3'-isopropoxy-2'-(pentachlorophenylthio)propyl]imidazole in 30 ml. of anhydrous ether until precipitation was complete. The product was filtered off, washed with ether, air dried, and recrystallized from ethyl acetate to yield 1-[3'-isopropoxy-2'-(pentachlorophenylthio)propyl]imidazole nitrate.